This data is from the Open Reaction Database (ORD), a public repository of structured organic reaction records. The task is: describe an organic reaction: reactants, conditions, products, and yield The reactants are BrCCBr, [K+], [K+], O=C([O-])[O-], CN(C)C=O, O=Cc1ccc(O)cc1. Yields the product O=Cc1ccc(OCCBr)cc1. As a reaction SMILES: [Br:7][CH2:8][CH2:9][Br:10].[K+:1].[K+:2].[O-:3][C:4]([O-:5])=[O:6].[O:20]=[CH:21][N:22]([CH3:23])[CH3:24].[OH:11][c:12]1[cH:13][cH:14][c:15]([CH:16]=[O:17])[cH:18][cH:19]1>>[Br:7][CH2:8][CH2:9][O:11][c:12]1[cH:13][cH:14][c:15]([CH:16]=[O:17])[cH:18][cH:19]1. The reactants are COC(=O)c1cc(Br)cc(NC2CCCCC2)c1C, O=C([O-])[O-], CI, CC#N, [Cs+], [Cs+]. Yields the product COC(=O)c1cc(Br)cc(N(C)C2CCCCC2)c1C. Reaction SMILES: [Br:1][c:2]1[cH:3][c:4]([NH:13][CH:14]2[CH2:15][CH2:16][CH2:17][CH2:18][CH2:19]2)[c:5]([CH3:12])[c:6]([C:7](=[O:8])[O:9][CH3:10])[cH:11]1.[C:20](=[O:21])([O-:22])[O-:23].[CH3:26][I:27].[CH3:28][C:29]#[N:30].[Cs+:24].[Cs+:25]>>[Br:1][c:2]1[cH:3][c:4]([N:13]([CH:14]2[CH2:15][CH2:16][CH2:17][CH2:18][CH2:19]2)[CH3:20])[c:5]([CH3:12])[c:6]([C:7](=[O:8])[O:9][CH3:10])[cH:11]1.